From a dataset of the Open Reaction Database (ORD), a public repository of structured organic reaction records. describe an organic reaction: reactants, conditions, products, and yield Reactants: CS(=O)C (DMSO), FC=1C=CC2=C(N(C=N2)C2=NC=C(C(=N2)SC#N)[N+](=O)[O-])C1 (6-Fluoro-1-(5-nitro-4-thiocyanatopyrimidin-2-yl)-1H-benzo[d]imidazole), [Si](C1=CC=CC=C1)(C1=CC=CC=C1)(C(C)(C)C)O[C@@H]1CC[C@H](C2=CC(=CC=C12)F)N ((1R,4R)-4-(tert-butyldiphenylsilyloxy)-7-fluoro-1,2,3,4-tetrahydronaphthalen-1-amine), CCN(C(C)C)C(C)C (DIEA). Solvent: C1CCOC1 (THF). Run at time 16 hour. Product: [Si](C1=CC=CC=C1)(C1=CC=CC=C1)(C(C)(C)C)O[C@@H]1CC[C@H](C2=CC(=CC=C12)F)NC1=NC(=NC=C1[N+](=O)[O-])N1C=NC2=C1C=C(C=C2)F (N-((1R,4R)-4-(tert-butyldiphenylsilyloxy)-7-fluoro-1,2,3,4-tetrahydronaphthalen-1-yl)-2-(6-fluoro-1H-benzo[d]imidazol-1-yl)-5-nitropyrimidin-4-amine). Yield: 65.4%. As a reaction SMILES: [F:1][C:2]1[CH:3]=[CH:4][C:5]2[N:9]=[CH:8][N:7]([C:10]3[N:15]=[C:14](SC#N)[C:13]([N+:19]([O-:21])=[O:20])=[CH:12][N:11]=3)[C:6]=2[CH:22]=1.[Si:23]([O:40][C@H:41]1[C:50]2[C:45](=[CH:46][C:47]([F:51])=[CH:48][CH:49]=2)[C@H:44]([NH2:52])[CH2:43][CH2:42]1)([C:36]([CH3:39])([CH3:38])[CH3:37])([C:30]1[CH:35]=[CH:34][CH:33]=[CH:32][CH:31]=1)[C:24]1[CH:29]=[CH:28][CH:27]=[CH:26][CH:25]=1.CCN(C(C)C)C(C)C.CS(C)=O>C1COCC1>[Si:23]([O:40][C@H:41]1[C:50]2[C:45](=[CH:46][C:47]([F:51])=[CH:48][CH:49]=2)[C@H:44]([NH:52][C:14]2[C:13]([N+:19]([O-:21])=[O:20])=[CH:12][N:11]=[C:10]([N:7]3[C:6]4[CH:22]=[C:2]([F:1])[CH:3]=[CH:4][C:5]=4[N:9]=[CH:8]3)[N:15]=2)[CH2:43][CH2:42]1)([C:36]([CH3:39])([CH3:37])[CH3:38])([C:30]1[CH:31]=[CH:32][CH:33]=[CH:34][CH:35]=1)[C:24]1[CH:25]=[CH:26][CH:27]=[CH:28][CH:29]=1. Reported procedure: 6-Fluoro-1-(5-nitro-4-thiocyanatopyrimidin-2-yl)-1H-benzo[d]imidazole (498 mg, 1.57 mmol, 1.1 equiv) was added to a solution of (1R,4R)-4-(tert-butyldiphenylsilyloxy)-7-fluoro-1,2,3,4-tetrahydronaphthalen-1-amine (600 mg, 1.43 mmol, 1 equiv) in THF (20 mL) containing DIEA (1.5 mL), followed by adding 2 mL of DMSO. The resulted red solution was stirred at RT for 16 h. THF was evaporated off The residue was dissolved in EtOAc, washed with water and brine, dried (Na2SO4). The organic layer was evap... Starting materials: CC(C)(C)OC(=O)Nc1cnc2c(ccn2S(=O)(=O)c2ccccc2)c1, [Li]CCCC, CCCCCC, CC(C)[N-]C(C)C, CC(C)NC(C)C, [Li+], O=CCC1CCOCC1, C1CCOC1. The product is CC(C)(C)OC(=O)Nc1cnc2c(c1)cc(C(O)CC1CCOCC1)n2S(=O)(=O)c1ccccc1. As a reaction SMILES: [C:1]([CH3:2])([CH3:3])([CH3:4])[O:5][C:6]([NH:7][c:8]1[cH:9][c:10]2[c:11]([n:12][cH:13]1)[n:14]([S:17](=[O:18])(=[O:19])[c:20]1[cH:21][cH:22][cH:23][cH:24][cH:25]1)[cH:15][cH:16]2)=[O:26].[CH2:35]([Li:36])[CH2:37][CH2:38][CH3:39].[CH3:40][CH2:41][CH2:42][CH2:43][CH2:44][CH3:45].[CH:27]([N-:28][CH:29]([CH3:30])[CH3:31])([CH3:32])[CH3:33].[CH:46]([NH:47][CH:48]([CH3:49])[CH3:50])([CH3:51])[CH3:52].[Li+:34].[O:53]1[CH2:54][CH2:55][CH:56]([CH2:59][CH:60]=[O:61])[CH2:57][CH2:58]1.[O:62]1[CH2:63][CH2:64][CH2:65][CH2:66]1>>[C:1]([CH3:2])([CH3:3])([CH3:4])[O:5][C:6]([NH:7][c:8]1[cH:9][c:10]2[c:11]([n:12][cH:13]1)[n:14]([S:17](=[O:18])(=[O:19])[c:20]1[cH:21][cH:22][cH:23][cH:24][cH:25]1)[c:15]([CH:60]([CH2:59][CH:56]1[CH2:55][CH2:54][O:53][CH2:58][CH2:57]1)[OH:61])[cH:16]2)=[O:26]. Reactants: Cl (hydrochloric acid), C1(CC=CC1)C(=O)C1=CC=C(C=C1)C1=CC=C(C=C1)OC ((3-cyclopenten-1-yl)(4'-methoxy-[1,1'-biphenyl]-4-yl)-methanone), O.NN (hydrazine hydrate), [OH-].[K+] (potassium hydroxide). The solvent is O (water), O(CCO)CCO (2,2'-oxybisethanol). Reaction conditions: temperature 200 celsius. Product: C1(CC=CC1)CC1=CC=C(C=C1)C1=CC=C(C=C1)O (4-(3-cyclopenten-1-ylmethyl)-4'-hydroxy-1,1'-biphenyl), solid. RXN SMILES: [CH:1]1([C:6]([C:8]2[CH:13]=[CH:12][C:11]([C:14]3[CH:19]=[CH:18][C:17]([O:20]C)=[CH:16][CH:15]=3)=[CH:10][CH:9]=2)=O)[CH2:5][CH:4]=[CH:3][CH2:2]1.O.NN.[OH-].[K+].Cl>O(CCO)CCO.O>[CH:1]1([CH2:6][C:8]2[CH:13]=[CH:12][C:11]([C:14]3[CH:19]=[CH:18][C:17]([OH:20])=[CH:16][CH:15]=3)=[CH:10][CH:9]=2)[CH2:2][CH:3]=[CH:4][CH2:5]1 |f:1.2,3.4|. Procedure: A mixture of (3-cyclopenten-1-yl)(4'-methoxy-[1,1'-biphenyl]-4-yl)-methanone (30 g), hydrazine hydrate (36 ml) and potassium hydroxide (36 g) in 2,2'-oxybisethanol (250 ml) was heated gently, at reflux temperature for 45 min. The low boiling material was distilled off and the mixture was heated under reflux, at 200° C. for 2 h. The cooled reaction mixture was poured into water, acidified with dilute hydrochloric acid and the resulting light brown precipitate was filtered off. This solid was diss...